From a dataset of the Open Reaction Database (ORD), a public repository of structured organic reaction records. describe an organic reaction: reactants, conditions, products, and yield Starting materials: O=C([O-])O, ClCc1csc(-c2ccc(Cl)cc2)n1, CC(C)(C)[Si](C)(C)OC1CCC(c2c(C#N)c(N)nc(S)c2C#N)CC1, [Na+], CN(C)C=O. Yields the product CC(C)(C)[Si](C)(C)OC1CCC(c2c(C#N)c(N)nc(SCc3csc(-c4ccc(Cl)cc4)n3)c2C#N)CC1. As a reaction SMILES: [C:41](=[O:42])([OH:43])[O-:44].[Cl:27][CH2:28][c:29]1[n:30][c:31](-[c:34]2[cH:35][cH:36][c:37]([Cl:40])[cH:38][cH:39]2)[s:32][cH:33]1.[NH2:1][c:2]1[n:3][c:4]([SH:26])[c:5]([C:24]#[N:25])[c:6]([CH:10]2[CH2:11][CH2:12][CH:13]([O:16][Si:17]([CH3:18])([CH3:19])[C:20]([CH3:21])([CH3:22])[CH3:23])[CH2:14][CH2:15]2)[c:7]1[C:8]#[N:9].[Na+:45].[O:46]=[CH:47][N:48]([CH3:49])[CH3:50]>>[NH2:1][c:2]1[n:3][c:4]([S:26][CH2:28][c:29]2[n:30][c:31](-[c:34]3[cH:35][cH:36][c:37]([Cl:40])[cH:38][cH:39]3)[s:32][cH:33]2)[c:5]([C:24]#[N:25])[c:6]([CH:10]2[CH2:11][CH2:12][CH:13]([O:16][Si:17]([CH3:18])([CH3:19])[C:20]([CH3:21])([CH3:22])[CH3:23])[CH2:14][CH2:15]2)[c:7]1[C:8]#[N:9]. The reactants are O=C([O-])[O-], CCCc1nc(CO)c[nH]1, CC(C)O, [Na+], [Na+], O=[N+]([O-])O. Product: CCCc1nc(C=O)c[nH]1. Reaction SMILES: [C:15](=[O:16])([O-:17])[O-:18].[CH2:1]([CH2:2][CH3:3])[c:4]1[nH:5][cH:6][c:7]([CH2:9][OH:10])[n:8]1.[CH3:21][CH:22]([OH:23])[CH3:24].[Na+:19].[Na+:20].[OH:11][N+:12](=[O:13])[O-:14]>>[CH2:1]([CH2:2][CH3:3])[c:4]1[nH:5][cH:6][c:7]([CH:9]=[O:10])[n:8]1.